describe an organic reaction: reactants, conditions, products, and yield From a dataset of the Open Reaction Database (ORD), a public repository of structured organic reaction records. Reactants: [H-].[Na+] (Sodium hydride), C1(CCC1)N1CCC2=C(CC1)C=C(C=C2)O (3-Cyclobutyl-2,3,4,5-tetrahydro-1H-benzo[d]azepin-7-ol), BrC=1C=NC(=NC1)N1CCCCC1 (5-bromo-2-(1-piperidinyl)pyrimidine). The reagents and catalysts are [Cu]Br (copper (I) bromide). The solvent is N1=CC=CC=C1 (pyridine). Conditions: time 0.5 hour. The product is C1(CCC1)N1CCC2=C(CC1)C=CC(=C2)OC=2C=NC(=NC2)N2CCCCC2 (3-Cyclobutyl-7-{[2-(1-piperidinyl)-5-pyrimidinyl]oxy}-2,3,4,5-tetrahydro-1H-3-benzazepine). Reaction SMILES: [H-].[Na+].[CH:3]1([N:7]2[CH2:13][CH2:12][C:11]3[CH:14]=[C:15]([OH:18])[CH:16]=[CH:17][C:10]=3[CH2:9][CH2:8]2)[CH2:6][CH2:5][CH2:4]1.Br[C:20]1[CH:21]=[N:22][C:23]([N:26]2[CH2:31][CH2:30][CH2:29][CH2:28][CH2:27]2)=[N:24][CH:25]=1>N1C=CC=CC=1.[Cu]Br>[CH:3]1([N:7]2[CH2:8][CH2:9][C:10]3[CH:17]=[CH:16][C:15]([O:18][C:20]4[CH:25]=[N:24][C:23]([N:26]5[CH2:27][CH2:28][CH2:29][CH2:30][CH2:31]5)=[N:22][CH:21]=4)=[CH:14][C:11]=3[CH2:12][CH2:13]2)[CH2:6][CH2:5][CH2:4]1 |f:0.1|. Procedure details: Sodium hydride (60% disp. in mineral oil, 44 mg, 1.1 mmol) was added to a stirred solution of 3-cyclobutyl-2,3,4,5-tetrahydro-1H-benzo[d]azepin-7-ol (E3) (200 mg, 0.92 mmol) and copper (I) bromide (184 mg, 1.3 mmol) in pyridine (10 ml) at 0° C. After stirring for 0.5 hour at room temperature, 5-bromo-2-(1-piperidinyl)pyrimidine (D32) (0.669 g, 2.8 mmol) was added and the reaction mixture heated at reflux for 2 hours. The reaction was allowed to cool, filtered and the filtrate was concentrated in... Starting materials: BrCC=1C(=NC2=CC=CC=C2C1C(=O)N[C@@H](CC)C1=CC=CC=C1)C1=CC=CC=C1 (3-(bromomethyl)-2-phenyl-N-[(1S)-1-phenylpropyl]quinoline-4-carboxamide), C[S-].[Na+] (sodium thiomethoxide). The solvent is C1CCOC1 (THF), CCOC(=O)C (EtOAc). Reaction conditions: time 1.5 hour. The product is CSCC=1C(=NC2=CC=CC=C2C1C(=O)N[C@@H](CC)C1=CC=CC=C1)C1=CC=CC=C1 (3-[(methylthio)methyl]-2-phenyl-N-[(1S)-1-phenylpropyl]quinoline-4-carboxamide). Yield: 92.7%. As a reaction SMILES: Br[CH2:2][C:3]1[C:4]([C:25]2[CH:30]=[CH:29][CH:28]=[CH:27][CH:26]=2)=[N:5][C:6]2[C:11]([C:12]=1[C:13]([NH:15][C@H:16]([C:19]1[CH:24]=[CH:23][CH:22]=[CH:21][CH:20]=1)[CH2:17][CH3:18])=[O:14])=[CH:10][CH:9]=[CH:8][CH:7]=2.[CH3:31][S-:32].[Na+]>C1COCC1.CCOC(C)=O>[CH3:31][S:32][CH2:2][C:3]1[C:4]([C:25]2[CH:30]=[CH:29][CH:28]=[CH:27][CH:26]=2)=[N:5][C:6]2[C:11]([C:12]=1[C:13]([NH:15][C@H:16]([C:19]1[CH:24]=[CH:23][CH:22]=[CH:21][CH:20]=1)[CH2:17][CH3:18])=[O:14])=[CH:10][CH:9]=[CH:8][CH:7]=2 |f:1.2|. Procedure details: To a stirring solution of 3-(bromomethyl)-2-phenyl-N-[(1S)-1-phenylpropyl]quinoline-4-carboxamide (8) (2.9 g, 6.32 mmol) in anhydrous THF (35 mL) under N2 was added sodium thiomethoxide (NaSMe, 880 mg, 12.64 mmol) and reaction stirred 1.5 h. It was then diluted with EtOAc; washed with aqueous 0.3 N NaOH, then H2O, then brine; dried over Na2SO4; filtered; and concentrated under reduced pressure. The residue was purified by silica gel chromatography (5-15% EtOAc/CH2Cl2) to give the desired product... Starting materials: NC1=C(C=CC(=C1)SC1=NC=CC=N1)[N+](=O)[O-] (2-amino-1-nitro-4-(pyrimidin-2-ylthio)benzene), stannous chloride, Cl (hydrochloric acid), C([O-])(O)=O.[K+] (potassium bicarbonate). Solvent: C(Cl)(Cl)Cl (chloroform). Yields the product NC1=C(C=C(C=C1)SC1=NC=CC=N1)N (1,2-diamino-4-(pyrimidin-2-ylthio)benzene). Reaction SMILES: [NH2:1][C:2]1[CH:7]=[C:6]([S:8][C:9]2[N:14]=[CH:13][CH:12]=[CH:11][N:10]=2)[CH:5]=[CH:4][C:3]=1[N+:15]([O-])=O.Cl.C(=O)(O)[O-].[K+]>C(Cl)(Cl)Cl>[NH2:15][C:3]1[CH:4]=[CH:5][C:6]([S:8][C:9]2[N:10]=[CH:11][CH:12]=[CH:13][N:14]=2)=[CH:7][C:2]=1[NH2:1] |f:2.3|. Procedure: 3.5 G. of 2-amino-1-nitro-4-(pyrimidin-2-ylthio)benzene is treated with 16 g. stannous chloride in 16 ml. concentrated hydrochloric acid on the steam bath for 30 minutes. The mixture is cooled, treated with an excess of potassium bicarbonate, chloroform, and filtered. The chloroform layer is dried and stripped yielding 1,2-diamino-4-(pyrimidin-2-ylthio)benzene which may be recrystallized from benzene. The reactants are CC(C)(C)[Si](C)(C)OCC1CCC(=O)N1CC(N)=O, O=C([O-])O, ClCCl, COc1ccc(P2(=S)SP(=S)(c3ccc(OC)cc3)S2)cc1, CCOC(C)=O, [Na+]. The product is CC(C)(C)[Si](C)(C)OCC1CCC(=O)N1CC(N)=S. As a reaction SMILES: [C:1]([CH3:2])([CH3:3])([CH3:4])[Si:5]([O:6][CH2:7][CH:8]1[N:9]([CH2:14][C:15](=[O:16])[NH2:17])[C:10](=[O:13])[CH2:11][CH2:12]1)([CH3:18])[CH3:19].[C:42](=[O:43])([OH:44])[O-:45].[CH2:53]([Cl:54])[Cl:55].[CH3:20][O:21][c:22]1[cH:23][cH:24][c:25]([P:26]2(=[S:29])[S:27][P:28]([c:30]3[cH:31][cH:32][c:33]([O:34][CH3:35])[cH:36][cH:37]3)(=[S:38])[S:39]2)[cH:40][cH:41]1.[CH3:47][CH2:48][O:49][C:50](=[O:51])[CH3:52].[Na+:46]>>[C:1]([CH3:2])([CH3:3])([CH3:4])[Si:5]([O:6][CH2:7][CH:8]1[N:9]([CH2:14][C:15]([NH2:17])=[S:29])[C:10](=[O:13])[CH2:11][CH2:12]1)([CH3:18])[CH3:19]. The reactants are ClC1=CC=C(CN2C(=CC3=CC=CC=C23)C(=O)N2CCC(CC2)C(=O)O)C=C1 (1-(1-(4-chlorobenzyl)-1H-indole-2-carbonyl)piperidine-4-carboxylic acid), C(C)N=C=NCCCN(C)C (1-ethyl-3-(3-dimethylaminopropyl) carbodiimide), ON1N=NC2=C1C=CC=C2 (1-Hydroxybenzotriazole), C(C)(C)N(C(C)C)CC (N,N-Diisopropylethylamine), N1CCOCC1 (morpholine). Solvent: O (water), C(C)(=O)OCC (ethyl acetate), C(Cl)Cl (DCM). Conditions: time 8 hour. The product is ClC1=CC=C(CN2C(=CC3=CC=CC=C23)C(=O)N2CCC(CC2)C(=O)N2CCN(CC2)C)C=C1 ((1-(4-chlorobenzyl)-1H-indol-2-yl)(4-(4-methylpiperazine-1-carbonyl)piperidin-1-yl)methanone). RXN SMILES: [Cl:1][C:2]1[CH:28]=[CH:27][C:5]([CH2:6][N:7]2[C:15]3[C:10](=[CH:11][CH:12]=[CH:13][CH:14]=3)[CH:9]=[C:8]2[C:16]([N:18]2[CH2:23][CH2:22][CH:21]([C:24](O)=[O:25])[CH2:20][CH2:19]2)=[O:17])=[CH:4][CH:3]=1.C(N=C=NC[CH2:35][CH2:36][N:37]([CH3:39])[CH3:38])C.O[N:41]1[C:45]2C=CC=CC=2N=N1.C(N(CC)C(C)C)(C)C.N1CCOCC1>C(Cl)Cl.O.C(OCC)(=O)C>[Cl:1][C:2]1[CH:28]=[CH:27][C:5]([CH2:6][N:7]2[C:15]3[C:10](=[CH:11][CH:12]=[CH:13][CH:14]=3)[CH:9]=[C:8]2[C:16]([N:18]2[CH2:19][CH2:20][CH:21]([C:24]([N:41]3[CH2:35][CH2:36][N:37]([CH3:38])[CH2:39][CH2:45]3)=[O:25])[CH2:22][CH2:23]2)=[O:17])=[CH:4][CH:3]=1. Procedure details: 1-(1-(4-chlorobenzyl)-1H-indole-2-carbonyl)piperidine-4-carboxylic acid (100 mg, 0.252 mmol), 1-ethyl-3-(3-dimethylaminopropyl) carbodiimide (97 mg, 0.504 mmol), and 1-Hydroxybenzotriazole (68 mg, 0.504 mmol) were dissolved in 3.0 mL of DCM. The reaction was allowed to stir for 10 minutes before N,N-Diisopropylethylamine (88 μL, 0.504 mmol) and morpholine (44 μL, 0.504 mmol) were added. The reaction was allowed to stir overnight. The reaction was diluted with water and ethyl acetate. The layers ...